From a dataset of the Open Reaction Database (ORD), a public repository of structured organic reaction records. describe an organic reaction: reactants, conditions, products, and yield Reaction SMILES: [BH4-].[Na+].[Cl-].[Ca+2].[Cl-].[OH:6][C@@:7]([C:40]1[CH:49]=[CH:48][C:47]2[C:42](=[CH:43][CH:44]=[C:45]([C:50]([NH:52][CH3:53])=[O:51])[CH:46]=2)[CH:41]=1)([C:16]1[N:17]=[CH:18][N:19]([C:21]([C:34]2[CH:39]=[CH:38][CH:37]=[CH:36][CH:35]=2)([C:28]2[CH:33]=[CH:32][CH:31]=[CH:30][CH:29]=2)[C:22]2[CH:27]=[CH:26][CH:25]=[CH:24][CH:23]=2)[CH:20]=1)[CH2:8][C:9](OC(C)(C)C)=[O:10].Cl>C(OCC)(=O)C.O.C1COCC1.C(O)C>[OH:6][C@@:7]([C:40]1[CH:41]=[C:42]2[C:47](=[CH:48][CH:49]=1)[CH:46]=[C:45]([C:50]([NH:52][CH3:53])=[O:51])[CH:44]=[CH:43]2)([C:16]1[N:17]=[CH:18][N:19]([C:21]([C:28]2[CH:33]=[CH:32][CH:31]=[CH:30][CH:29]=2)([C:34]2[CH:35]=[CH:36][CH:37]=[CH:38][CH:39]=2)[C:22]2[CH:27]=[CH:26][CH:25]=[CH:24][CH:23]=2)[CH:20]=1)[CH2:8][CH2:9][OH:10] |f:0.1,2.3.4|. Run at time 35 minute. Procedure: 6.5 mL of ethanol and 6.5 mL of THF were added to 0.47 g (12.5 mmol, 8 eq) of sodium borohydride. 0.7 g (6.27 mmol, 4 eq) of calcium chloride was added at 4˜5° C., and the mixture was stirred at 4˜5° C. for 35 minutes. 1 g (1.57 mmol) of tert-butyl (3S)-3-hydroxy-3-{6-[(methylamino)carbonyl]-2-naphthyl}-3-(1-trityl-1H-imidazol-4-yl)propanoate was added at 5° C. The mixture was stirred at 23˜29° C. for 6 hours. 35 mL of water was added dropwise. 12.5 mL of 1N hydrochloric acid was added dropwise,... Product: O[C@](CCO)(C=1N=CN(C1)C(C1=CC=CC=C1)(C1=CC=CC=C1)C1=CC=CC=C1)C=1C=C2C=CC(=CC2=CC1)C(=O)NC (6-[(1S)-1,3-dihydroxy-1-(1-trityl-1H-imidazol-4-yl)propyl]-N-methyl-2-naphthamide). The reactants are [BH4-].[Na+] (sodium borohydride), Cl (hydrochloric acid), [Cl-].[Ca+2].[Cl-] (calcium chloride), O[C@](CC(=O)OC(C)(C)C)(C=1N=CN(C1)C(C1=CC=CC=C1)(C1=CC=CC=C1)C1=CC=CC=C1)C1=CC2=CC=C(C=C2C=C1)C(=O)NC (tert-butyl (3S)-3-hydroxy-3-{6-[(methylamino)carbonyl]-2-naphthyl}-3-(1-trityl-1H-imidazol-4-yl)propanoate). The solvent is C1CCOC1 (THF), C(C)O (ethanol), C(C)(=O)OCC (ethyl acetate), O (water). Isolated yield 56.1%. The reactants are O=[N+]([O-])c1ccc(Br)cn1, CN1CCCC1=O, CCO, CN(C)C=O, [H-], [H][H], Nc1ncnc2c1c(-c1ccc(Oc3ccccc3)cc1)nn2-c1ccc([N+](=O)[O-])nc1, [Na+], Nc1ncnc2[nH]nc(-c3ccc(Oc4ccccc4)cc3)c12. Product: Nc1ccc(-n2nc(-c3ccc(Oc4ccccc4)cc3)c3c(N)ncnc32)cn1. As a reaction SMILES: [Br:26][c:27]1[cH:28][cH:29][c:30]([N+:31]([O-:32])=[O:33])[n:34][cH:35]1.[CH3:70][N:71]1[CH2:72][CH2:73][CH2:74][C:75]1=[O:76].[CH3:77][CH2:78][OH:79].[CH3:80][N:81]([CH3:82])[CH:83]=[O:84].[H-:24].[H:68][H:69].[N+:36]([O-:37])(=[O:38])[c:39]1[cH:40][cH:41][c:42](-[n:45]2[n:46][c:47](-[c:55]3[cH:56][cH:57][c:58]([O:61][c:62]4[cH:63][cH:64][cH:65][cH:66][cH:67]4)[cH:59][cH:60]3)[c:48]3[c:49]2[n:50][cH:51][n:52][c:53]3[NH2:54])[cH:43][n:44]1.[Na+:25].[O:1]([c:2]1[cH:3][cH:4][c:5](-[c:6]2[c:7]3[c:8]([n:9][cH:10][n:11][c:12]3[NH2:13])[nH:14][n:15]2)[cH:16][cH:17]1)[c:18]1[cH:19][cH:20][cH:21][cH:22][cH:23]1>>[NH2:36][c:39]1[cH:40][cH:41][c:42](-[n:45]2[n:46][c:47](-[c:55]3[cH:56][cH:57][c:58]([O:61][c:62]4[cH:63][cH:64][cH:65][cH:66][cH:67]4)[cH:59][cH:60]3)[c:48]3[c:49]2[n:50][cH:51][n:52][c:53]3[NH2:54])[cH:43][n:44]1.